From a dataset of the Open Reaction Database (ORD), a public repository of structured organic reaction records. describe an organic reaction: reactants, conditions, products, and yield The reactants are (RS)-ethyl-2-naphthalenemethylamine, CO[C@H](C(=O)O)C1=CC=CC=C1 ((S)-(+)-α-methoxyphenylacetic acid), ON1N=NC2=C1C=CC=C2 (1-hydroxybenzotriazole), CN(CCCN=C=NCC)C (1-(3-dimethylaminopropyl)-3-ethylcarbodiimide). Solvent: ClCCl (dichloromethane). Product: CO[C@H](C(=O)N[C@@H](CC)C1=CC2=CC=CC=C2C=C1)C1=CC=CC=C1 (2(S)-methoxy-N[1(S)-(2-naphthyl)propyl]-2-phenylacetamide). Yield: 94.7%. Reaction SMILES: [CH3:1][O:2][C@@H:3]([C:7]1[CH:12]=[CH:11][CH:10]=[CH:9][CH:8]=1)[C:4]([OH:6])=O.ON1[C:18]2[CH:19]=[CH:20][CH:21]=[CH:22][C:17]=2N=N1.CN(C)[CH2:25][CH2:26][CH2:27][N:28]=C=NCC>ClCCl>[CH3:1][O:2][C@@H:3]([C:7]1[CH:12]=[CH:11][CH:10]=[CH:9][CH:8]=1)[C:4]([NH:28][C@H:27]([C:21]1[CH:20]=[CH:19][C:18]2[C:17](=[CH:4][CH:3]=[CH:7][CH:8]=2)[CH:22]=1)[CH2:26][CH3:25])=[O:6]. Reported procedure: A mixture of 1.3 g (7.03 mmol) of (RS)-ethyl-2-naphthalenemethylamine, 1 g (6.02 mmol) of (S)-(+)-α-methoxyphenylacetic acid, 1.1 g (8.15 mmol) of 1-hydroxybenzotriazole and 1.4 g (7.31 mmol) of 1-(3-dimethylaminopropyl)-3-ethylcarbodiimide was stirred in 20 ml of dichloromethane for 18 hours. The solution was extracted with 2M hydrochloric acid and saturated sodium bicarbonate solution, then dried over magnesium sulphate, filtered and evaporated to dryness. The residue was chromatographed on si... The reactants are CC1=NC(=CC(=C1)C1=C(N=C(S1)NC(=O)N1C=NC=C1)C)C (imidazole-1-carboxylic acid [5-(2,6-dimethyl-pyridin-4-yl)-4-methyl-thiazol-2-yl]-amide), NCCC(=O)N(C)C (3-amino-N,N-dimethyl-propionamide). Reaction conditions: time 18 hour. Procedure details: To a stirred solution of imidazole-1-carboxylic acid [5-(2,6-dimethyl-pyridin-4-yl)-4-methyl-thiazol-2-yl]-amide (Intermediate BA) (0.05 g, 0.16 mmol) in DMF (1.5 ml) under an inert atmosphere is added 3-amino-N,N-dimethyl-propionamide (Amine) (0.018 g, 0.16 mmol). The reaction mixture is stirred at room temperature for 18 hours. The solvent is removed in vacuo and the resulting crude residue is dissolved in THF and passed through a plug of polymer supported isocyanate resin (0.5 g, pre-washed w... Run in CN(C)C=O (DMF). The product is CC1=NC(=CC(=C1)C1=C(N=C(S1)NC(NCCC(=O)N(C)C)=O)C)C (3-{3-[5-(2,6-Dimethyl-pyridin-4-yl)-4-methyl-thiazol-2-yl]-ureido}-N,N-dimethyl-propionamide). As a reaction SMILES: [CH3:1][C:2]1[CH:7]=[C:6]([C:8]2[S:12][C:11]([NH:13][C:14]([N:16]3[CH:20]=[CH:19]N=C3)=[O:15])=[N:10][C:9]=2[CH3:21])[CH:5]=[C:4]([CH3:22])[N:3]=1.NCC[C:26]([N:28]([CH3:30])[CH3:29])=[O:27]>CN(C=O)C>[CH3:22][C:4]1[CH:5]=[C:6]([C:8]2[S:12][C:11]([NH:13][C:14](=[O:15])[NH:16][CH2:20][CH2:19][C:26]([N:28]([CH3:30])[CH3:29])=[O:27])=[N:10][C:9]=2[CH3:21])[CH:7]=[C:2]([CH3:1])[N:3]=1. Starting materials: [Br-], C1CCOC1, CCOCC, CC(=O)c1ccc(C)cc1, [Mg+]C1CC1. Yields the product Cc1ccc(C(C)(O)C2CC2)cc1. As a reaction SMILES: [Br-:1].[CH2:16]1[O:17][CH2:18][CH2:19][CH2:20]1.[CH3:21][CH2:22][O:23][CH2:24][CH3:25].[CH3:6][c:7]1[cH:8][cH:9][c:10]([C:13]([CH3:14])=[O:15])[cH:11][cH:12]1.[CH:2]1([Mg+:5])[CH2:3][CH2:4]1>>[CH:2]1([C:13]([c:10]2[cH:9][cH:8][c:7]([CH3:6])[cH:12][cH:11]2)([CH3:14])[OH:15])[CH2:3][CH2:4]1. Isolated yield 81.3%. Reaction SMILES: [C:1]([C:3]1[C:4]([F:15])=[C:5]([CH:10]=[C:11]([F:14])[C:12]=1[F:13])[C:6]([O:8]C)=[O:7])#[N:2]>C(O)(=O)C.O.S(=O)(=O)(O)O>[C:1]([C:3]1[C:4]([F:15])=[C:5]([CH:10]=[C:11]([F:14])[C:12]=1[F:13])[C:6]([OH:8])=[O:7])#[N:2]. Procedure details: A solution of 156 g of methyl 3-cyano-2,4,5-trifluoro-benzoate in 960 ml of glacial acetic acid, 140 ml of water and 69 ml of concentrated sulphuric acid is heated to reflux for 8 hours. The acetic acid is then largely removed by distillation in vacuo and the residue is treated with water. The precipitated solid is filtered off with suction, washed with water and dried. 118.6 g of 3-cyano-2,4,5-trifluoro-benzoic acid are obtained as a white solid of melting point 187-190° C. Solvent: C(C)(=O)O (acetic acid), O (water), S(O)(O)(=O)=O (sulphuric acid). Product: C(#N)C=1C(=C(C(=O)O)C=C(C1F)F)F (3-cyano-2,4,5-trifluoro-benzoic acid). The reactants are C(#N)C=1C(=C(C(=O)OC)C=C(C1F)F)F (methyl 3-cyano-2,4,5-trifluoro-benzoate). Starting materials: BrC1=CC(=C(C(=C1)C)C(=O)N1CCC(CC1)N1CCCC1)C ((4-bromo-2,6-dimethyl-phenyl)-(4-pyrrolidin-1-yl-piperidin-1-yl)-methanone), CC1=NC(=NC(=C1C(=O)O)C)C1=CC(=CC=C1)C(F)(F)F (4,6-dimethyl-2-(3-trifluoromethyl-phenyl)-pyrimidine-5-carboxylic acid), acid chloride, BrC1=CC(=C(C(=C1)C)C(=O)N1CCC(CC1)N1[C@@H](CCC1)CO)C ((4-bromo-2,6-dimethyl-phenyl)-[4-((S)-2-hydroxymethyl-pyrrolidin-1-yl)-piperidin-1-yl]-methanone), CC1=NC(=NC(=C1C(=O)O)C)C1=CC(=CC=C1)C(F)(F)F (4,6-dimethyl-2-(3-trifluoromethyl-phenyl)-pyrimidine-5-carboxylic acid), N1CCC(CC1)N1[C@@H](CCC1)COC(C1=CC=CC=C1)=O (benzoic acid (S)-1-piperidin-4-yl-pyrrolidin-2-ylmethyl ester), N1CCC(CC1)N1[C@@H](CCC1)COC(C1=CC=CC=C1)=O (benzoic acid (S)-1-piperidin-4-yl-pyrrolidin-2-ylmethyl ester). The product is CC1=NC(=NC(=C1C(=O)N1CCC(CC1)N1[C@@H](CCC1)COC(C1=CC=CC=C1)=O)C)C1=CC(=CC=C1)C(F)(F)F (benzoic acid (S)-1-{1-[4,6-dimethyl-2-(3-trifluoromethyl-phenyl)-pyrimidine-5-carbonyl]-piperidin-4-yl}-pyrrolidin-2-ylmethyl ester). RXN SMILES: BrC1C=C(C)C(C(N2CCC(N3CCCC3)CC2)=O)=C(C)C=1.BrC1C=C(C)C(C(N2CCC(N3CCC[C@H]3CO)CC2)=O)=C(C)C=1.[CH3:47][C:48]1[C:53]([C:54](O)=[O:55])=[C:52]([CH3:57])[N:51]=[C:50]([C:58]2[CH:63]=[CH:62][CH:61]=[C:60]([C:64]([F:67])([F:66])[F:65])[CH:59]=2)[N:49]=1.[NH:68]1[CH2:73][CH2:72][CH:71]([N:74]2[CH2:78][CH2:77][CH2:76][C@H:75]2[CH2:79][O:80][C:81](=[O:88])[C:82]2[CH:87]=[CH:86][CH:85]=[CH:84][CH:83]=2)[CH2:70][CH2:69]1>>[CH3:57][C:52]1[C:53]([C:54]([N:68]2[CH2:73][CH2:72][CH:71]([N:74]3[CH2:78][CH2:77][CH2:76][C@H:75]3[CH2:79][O:80][C:81](=[O:88])[C:82]3[CH:83]=[CH:84][CH:85]=[CH:86][CH:87]=3)[CH2:70][CH2:69]2)=[O:55])=[C:48]([CH3:47])[N:49]=[C:50]([C:58]2[CH:63]=[CH:62][CH:61]=[C:60]([C:64]([F:67])([F:66])[F:65])[CH:59]=2)[N:51]=1. Procedure details: In analogy to the procedures described for intermediate 1 and for intermediate 4 B), 4,6-dimethyl-2-(3-trifluoromethyl-phenyl)-pyrimidine-5-carboxylic acid (intermediate 5) was converted into its acid chloride and subsequently reacted with benzoic acid (S)-1-piperidin-4-yl-pyrrolidin-2-ylmethyl ester (intermediate 3) to give benzoic acid (S)-1-{1-[4,6-dimethyl-2-(3-trifluoromethyl-phenyl)-pyrimidine-5-carbonyl]-piperidin-4-yl}-pyrrolidin-2-ylmethyl ester, which was subsequently saponified to giv... The reactants are CS(=O)c1nnc(N=C=O)s1, O=CCNCCl, c1ccccc1. Yields the product CS(=O)c1nnc(NC(=O)N(CCl)CC=O)s1. As a reaction SMILES: [CH3:1][S:2](=[O:3])[c:4]1[n:5][n:6][c:7]([N:9]=[C:10]=[O:11])[s:8]1.[Cl:12][CH2:13][NH:14][CH2:15][CH:16]=[O:17].[cH:18]1[cH:19][cH:20][cH:21][cH:22][cH:23]1>>[CH3:1][S:2](=[O:3])[c:4]1[n:5][n:6][c:7]([NH:9][C:10](=[O:11])[N:14]([CH2:13][Cl:12])[CH2:15][CH:16]=[O:17])[s:8]1.